From a dataset of the Open Reaction Database (ORD), a public repository of structured organic reaction records. describe an organic reaction: reactants, conditions, products, and yield Reactants: NC1=C(C(=O)N)C=CC=N1 (2-aminonicotinamide), BrCC1=CC(=CC=C1)Cl (1-(bromomethyl)-3-chlorobenzene). Solvent: CN(C=O)C (N,N-dimethylformamide). Reaction conditions: temperature 80 celsius, time 15 hour. Product: Br.ClC=1C=C(CN2C(C(=CC=C2)C(=O)N)=N)C=CC1 (1-(3-chlorobenzyl)-2-imino-1,2-dihydropyridine-3-carboxamide hydrobromide). Yield: 36.0%. As a reaction SMILES: [NH2:1][C:2]1[N:10]=[CH:9][CH:8]=[CH:7][C:3]=1[C:4]([NH2:6])=[O:5].[Br:11][CH2:12][C:13]1[CH:18]=[CH:17][CH:16]=[C:15]([Cl:19])[CH:14]=1>CN(C)C=O>[BrH:11].[Cl:19][C:15]1[CH:14]=[C:13]([CH:18]=[CH:17][CH:16]=1)[CH2:12][N:10]1[CH:9]=[CH:8][CH:7]=[C:3]([C:4]([NH2:6])=[O:5])[C:2]1=[NH:1] |f:3.4|. Procedure: To a solution of 2-aminonicotinamide (0.1 g) in N,N-dimethylformamide (3 ml) was added 1-(bromomethyl)-3-chlorobenzene (0.3 g), and the mixture was stirred at 80° C. for 15 hr. The precipitated crystals were collected by filtration and washed with ethyl acetate to give the title compound (90 mg). Starting materials: CI, CCCCCC, COC(=O)c1cc2c(OC)cccc2[nH]1, [H-], [Na+], CN(C)C=O. Product: COC(=O)c1cc2c(OC)cccc2n1C. Reaction SMILES: [CH3:18][I:19].[CH3:20][CH2:21][CH2:22][CH2:23][CH2:24][CH3:25].[CH3:3][O:4][c:5]1[c:6]2[cH:7][c:8]([C:14](=[O:15])[O:16][CH3:17])[nH:9][c:10]2[cH:11][cH:12][cH:13]1.[H-:2].[Na+:1].[O:26]=[CH:27][N:28]([CH3:29])[CH3:30]>>[CH3:3][O:4][c:5]1[c:6]2[cH:7][c:8]([C:14](=[O:15])[O:16][CH3:17])[n:9]([CH3:18])[c:10]2[cH:11][cH:12][cH:13]1.